This data is from the Open Reaction Database (ORD), a public repository of structured organic reaction records. The task is: describe an organic reaction: reactants, conditions, products, and yield Starting materials: ClC1=NC=C(C(=O)NC2=C(C=CC=C2)CN2CCN(CC2)C)C=C1 (6-chloro-N-[2-(4-methylpiperazin-1-ylmethyl)phenyl]nicotinamide), ClC1=NC=C(C(=O)NC2=C(C=CC=C2)CN2CCN(CC2)C)C=C1 (6-chloro-N-[2-(4-methylpiperazin-1-ylmethyl)phenyl]nicotinamide), C1(CC1)CNC(C1=CC(=C(C=C1)C)B1OC(C(O1)(C)C)(C)C)=O (N-(cyclopropylmethyl)-4-methyl-3-(4,4,5,5-tetramethyl-[1,3,2]dioxaborolan-2-yl)-benzamide), C1(CC1)CNC(C1=CC(=C(C=C1)C)B1OC(C(O1)(C)C)(C)C)=O (N-(cyclopropylmethyl)-4-methyl-3-(4,4,5,5-tetramethyl-[1,3,2]dioxaborolan-2-yl)-benzamide). Yields the product C1(CC1)CNC(=O)C=1C=CC(=C(C1)C1=NC=C(C(=O)NC2=C(C=CC=C2)CN2CCN(CC2)C)C=C1)C (6-(5-Cyclopropylmethylcarbamoyl-2-methyl-phenyl)-N-[2-(4-methylpiperazin-1-ylmethyl)phenyl]-nicotinamide). RXN SMILES: Cl[C:2]1[CH:24]=[CH:23][C:5]([C:6]([NH:8][C:9]2[CH:14]=[CH:13][CH:12]=[CH:11][C:10]=2[CH2:15][N:16]2[CH2:21][CH2:20][N:19]([CH3:22])[CH2:18][CH2:17]2)=[O:7])=[CH:4][N:3]=1.[CH:25]1([CH2:28][NH:29][C:30](=[O:47])[C:31]2[CH:36]=[CH:35][C:34]([CH3:37])=[C:33](B3OC(C)(C)C(C)(C)O3)[CH:32]=2)[CH2:27][CH2:26]1>>[CH:25]1([CH2:28][NH:29][C:30]([C:31]2[CH:32]=[CH:33][C:34]([CH3:37])=[C:35]([C:2]3[CH:24]=[CH:23][C:5]([C:6]([NH:8][C:9]4[CH:14]=[CH:13][CH:12]=[CH:11][C:10]=4[CH2:15][N:16]4[CH2:21][CH2:20][N:19]([CH3:22])[CH2:18][CH2:17]4)=[O:7])=[CH:4][N:3]=3)[CH:36]=2)=[O:47])[CH2:27][CH2:26]1. Reported procedure: 6-(5-Cyclopropylmethylcarbamoyl-2-methyl-phenyl)-N-[2-(4-methylpiperazin-1-ylmethyl)phenyl]-nicotinamide was prepared from 6-chloro-N-[2-(4-methylpiperazin-1-ylmethyl)phenyl]nicotinamide (Intermediate 5) and N-cyclopropylmethyl-4-methyl-3-(4,4,5,5-tetramethyl-[1,3,2]dioxaborolan-2-yl)-benzamide (Intermediate 10) using General Method B. LCMS: retention time 2.46 min, MH+ 498. NMR: δH [2H6]-DMSO 11.67,(1H, b), 9.24,(1H, s), 8.63,(1H, t), 8.39,(1H, d), 8.32,(1H, d), 7.97,(1H, s), 7.88-7.82,(2H, m),... The reactants are BrC1=CC=C(C=C1)O (4-bromophenol), IC1=C(C(=O)O)C=C(C=C1)I (2,5-diiodobenzoic acid), OS(=O)(=O)O (H2SO4), BrC1=CC=C(OC2=C(C(=O)O)C=C(C=C2)I)C=C1 (2-(4-bromophenoxy)-5-iodobenzoic acid), C(=O)([O-])[O-].[Cs+].[Cs+] (Cs2CO3). The reagents and catalysts are CCOC(=O)C (EtOAc). The solvent is C1(=CC=CC=C1)C (toluene). Run at time 1 minute. Product: BrC1=CC=2C(C3=CC(=CC=C3OC2C=C1)I)=O (2-bromo-7-iodo-9H-xanthen-9-one). The yield is 84.9%. RXN SMILES: BrC1C=CC(O)=CC=1.IC1C=CC(I)=CC=1C(O)=O.C([O-])([O-])=O.[Cs+].[Cs+].OS(O)(=O)=O.[Br:31][C:32]1[CH:48]=[CH:47][C:35]([O:36][C:37]2[CH:45]=[CH:44][C:43]([I:46])=[CH:42][C:38]=2[C:39]([OH:41])=O)=[CH:34][CH:33]=1>CCOC(C)=O.C1(C)C=CC=CC=1>[Br:31][C:32]1[CH:33]=[CH:34][C:35]2[O:36][C:37]3[C:38](=[CH:42][C:43]([I:46])=[CH:44][CH:45]=3)[C:39](=[O:41])[C:47]=2[CH:48]=1 |f:2.3.4|. Procedure: A RBF equipped with a reflux condenser was charged with 4-bromophenol (15.5 g, 89.4 mmol), 2,5-diiodobenzoic acid (25.700 g, 68.7 mmol), EtOAc (0.337 ml, 3.44 mmol), and toluene (100 mL). Cs2CO3 (44.8 g, 137 mmol) was carefully added portion-wise. After stirring at RT for 1 min, the mixture was heated to 50° C. for 40 min and then heated to 100° C. for 20 hrs. The reaction mixture was allowed to cool to RT. The mixture was filtered through Celite and the solids were washed with EtOAc. The filtra... Starting materials: ClC1=C(C=CC=C1Cl)N1CCN(CC1)CCCC=CC1=CC=C2C=C(C(NC2=N1)=O)C (7-{5-[4-(2,3-dichloro-phenyl)-piperazin-1-yl]-pent-1-enyl}-3-methyl-1H-[1,8]naphthyridin-2-one). The reagents and catalysts are [Ni] (Ni). Run in C1CCOC1 (THF), CCO (EtOH). Run at time 4 hour. Product: ClC1=C(C=CC=C1Cl)N1CCN(CC1)CCCCCC1=CC=C2C=C(C(NC2=N1)=O)C (7-{5-[4-(2,3-Dichloro-phenyl)-piperazin-1-yl]-pentyl}-3-methyl-1H-[1,8]naphthyridin-2-one). Isolated yield 50.9%. Reaction SMILES: [Cl:1][C:2]1[C:7]([Cl:8])=[CH:6][CH:5]=[CH:4][C:3]=1[N:9]1[CH2:14][CH2:13][N:12]([CH2:15][CH2:16][CH2:17][CH:18]=[CH:19][C:20]2[N:29]=[C:28]3[C:23]([CH:24]=[C:25]([CH3:31])[C:26](=[O:30])[NH:27]3)=[CH:22][CH:21]=2)[CH2:11][CH2:10]1>C1COCC1.CCO.[Ni]>[Cl:1][C:2]1[C:7]([Cl:8])=[CH:6][CH:5]=[CH:4][C:3]=1[N:9]1[CH2:14][CH2:13][N:12]([CH2:15][CH2:16][CH2:17][CH2:18][CH2:19][C:20]2[N:29]=[C:28]3[C:23]([CH:24]=[C:25]([CH3:31])[C:26](=[O:30])[NH:27]3)=[CH:22][CH:21]=2)[CH2:11][CH2:10]1. Procedure details: A solution of 7-{5-[4-(2,3-dichloro-phenyl)-piperazin-1-yl]-pent-1-enyl}-3-methyl-1H-[1,8]naphthyridin-2-one (0.43 g, 0.94 mmol) in THF was added to a slurry of Raney Ni in EtOH. The mixture was hydrogentated for 4 h at 40 psi. The reaction mixture was filtered through a small celite bed and rinsed with CH2Cl2 and mMeOH. The filtrate was concentrated and purified by column chromatography on silica (10% MeOH/EtOAc) to afford the title compound as a pale yellow solid (0.22 g, 51.4%). mp: 157–158° ... The solvent is C(Cl)Cl (DCM), CCOCC (Et2O). Procedure details: To a solution of 282 (400 mg, 1.27 mmol) in dry DCM (2 mL) and dry Et2O (2 mL) at 0° C. under Argon was added PBr3 (515 mg, 1.91 mmol) and the mixture was stirred at RT overnight. The mixture was poured into cold NaHCO3 (aq.) and extracted with EtOAc. The combined extracts were washed sequentially with water and brine, dried (Na2SO4), filtered and concentrated in vacuo to afford 450 mg (92%) of 4-(1-bromoethyl)-1-tosyl-1H-indole (284) give as a yellow oil, which was used in the next step without... Starting materials: S(=O)(=O)(C1=CC=C(C)C=C1)N1C=CC2=C(C=CC=C12)C(C)O (1-(1-tosyl-1H-indol-4-yl)ethanol), P(Br)(Br)Br (PBr3), C(=O)(O)[O-].[Na+] (NaHCO3). Product: BrC(C)C1=C2C=CN(C2=CC=C1)S(=O)(=O)C1=CC=C(C)C=C1 (4-(1-bromoethyl)-1-tosyl-1H-indole). Reaction conditions: time 8 hour. RXN SMILES: [S:1]([N:11]1[C:19]2[C:14](=[C:15]([CH:20](O)[CH3:21])[CH:16]=[CH:17][CH:18]=2)[CH:13]=[CH:12]1)([C:4]1[CH:10]=[CH:9][C:7]([CH3:8])=[CH:6][CH:5]=1)(=[O:3])=[O:2].P(Br)(Br)[Br:24].C([O-])(O)=O.[Na+]>C(Cl)Cl.CCOCC>[Br:24][CH:20]([C:15]1[CH:16]=[CH:17][CH:18]=[C:19]2[C:14]=1[CH:13]=[CH:12][N:11]2[S:1]([C:4]1[CH:10]=[CH:9][C:7]([CH3:8])=[CH:6][CH:5]=1)(=[O:3])=[O:2])[CH3:21] |f:2.3|. Yield: 93.7%. As a reaction SMILES: F[C:2]1[CH:9]=[CH:8][C:5]([C:6]#[N:7])=[CH:4][CH:3]=1.[CH3:10][N:11]1[CH2:17][CH2:16][CH2:15][NH:14][CH2:13][CH2:12]1.C(=O)([O-])[O-].[K+].[K+].O>CS(C)=O>[CH3:10][N:11]1[CH2:17][CH2:16][CH2:15][N:14]([C:2]2[CH:9]=[CH:8][C:5]([C:6]#[N:7])=[CH:4][CH:3]=2)[CH2:13][CH2:12]1 |f:2.3.4|. Procedure details: 4-Fluorobenzonitrile (25.5 g), 4-methylhomopiperazine (26.2 ml) and potassium carbonate (28 g) were heated in DMSO for 15 hr. After heating, the reaction mixture was poured into water (1 L). The precipitated crystals were collected by filtration to give the objective 4-(4-methylhomopiperazin-1-yl)benzonitrile (34.6 g), melting point 82-84° C. Reactants: O (water), FC1=CC=C(C#N)C=C1 (4-Fluorobenzonitrile), CN1CCNCCC1 (4-methylhomopiperazine), C([O-])([O-])=O.[K+].[K+] (potassium carbonate). Solvent: CS(=O)C (DMSO). The product is CN1CCN(CCC1)C1=CC=C(C#N)C=C1 (4-(4-methylhomopiperazin-1-yl)benzonitrile). Starting materials: C(C1=CC=CC=C1)OC(=O)N1C(OC([C@@H]1CC1CCCCC1)C(CN1CCCCC1)O)(C)C ((4S,5RS)-3-benzyloxycarbonyl-4-cyclohexylmethyl-2,2-dimethyl-5-[(1RS)-1-hydroxy-2-piperidinoethyl]oxazolidine). Reagents/catalysts: [Pd] (palladium black). Solvent: C(C)O (ethanol). Product: N[C@H](C(C(CN1CCCCC1)O)O)CC1CCCCC1 ((2RS,3RS,4S)-4-amino-5-cyclohexyl-1-piperidino-2,3-pentanediol). The yield is 93.1%. As a reaction SMILES: C(OC([N:11]1[C@@H:15]([CH2:16][CH:17]2[CH2:22][CH2:21][CH2:20][CH2:19][CH2:18]2)[CH:14]([CH:23]([OH:31])[CH2:24][N:25]2[CH2:30][CH2:29][CH2:28][CH2:27][CH2:26]2)[O:13]C1(C)C)=O)C1C=CC=CC=1>C(O)C.[Pd]>[NH2:11][C@@H:15]([CH2:16][CH:17]1[CH2:22][CH2:21][CH2:20][CH2:19][CH2:18]1)[CH:14]([OH:13])[CH:23]([OH:31])[CH2:24][N:25]1[CH2:26][CH2:27][CH2:28][CH2:29][CH2:30]1. Procedure: 71 mg of (4S,5RS)-3-benzyloxycarbonyl-4-cyclohexylmethyl-2,2-dimethyl-5-[(1RS)-1-hydroxy-2-piperidinoethyl]oxazolidine was dissolved in 1.5 ml of ethanol, and palladium black was added thereto. Then, hydrogenation was conducted at room temperature under atmospheric pressure. The catalyst was removed by filtration, and then the solvent was distilled off under reduced pressure to obtain 41 mg of (2RS,3RS,4S)-4-amino-5-cyclohexyl-1-piperidino-2,3-pentanediol as colorless oily substance. The reactants are N1CCC(CC1)C1OC2=C(CN3C1=CC=C3)C=CC=C2 (11-(piperidin-4-yl)-5H,11H-pyrrolo[2,1-c][1,4]benzoxazepine), CS(=O)(=O)OCCC1=CC=C(C=C1)C(F)(F)F ((p-trifluoromethylphenyl)ethyl methanesulfonate), C(=O)([O-])[O-].[K+].[K+] (K2CO3). The solvent is CN(C=O)C (dimethylformamide). Run at temperature 90 celsius. Product: FC(C1=CC=C(C=C1)CCN1CCC(CC1)C1OC2=C(CN3C1=CC=C3)C=CC=C2)(F)F (11-{1-[2-(4-Trifluoromethylphenyl)ethyl]piperidin-4-yl}-5H,11H-pyrrolo[2,1-c][1,4]benzoxazepine). Reaction SMILES: [NH:1]1[CH2:6][CH2:5][CH:4]([CH:7]2[C:13]3=[CH:14][CH:15]=[CH:16][N:12]3[CH2:11][C:10]3[CH:17]=[CH:18][CH:19]=[CH:20][C:9]=3[O:8]2)[CH2:3][CH2:2]1.CS(O[CH2:26][CH2:27][C:28]1[CH:33]=[CH:32][C:31]([C:34]([F:37])([F:36])[F:35])=[CH:30][CH:29]=1)(=O)=O.C([O-])([O-])=O.[K+].[K+]>CN(C)C=O>[F:35][C:34]([F:36])([F:37])[C:31]1[CH:30]=[CH:29][C:28]([CH2:27][CH2:26][N:1]2[CH2:2][CH2:3][CH:4]([CH:7]3[C:13]4=[CH:14][CH:15]=[CH:16][N:12]4[CH2:11][C:10]4[CH:17]=[CH:18][CH:19]=[CH:20][C:9]=4[O:8]3)[CH2:5][CH2:6]2)=[CH:33][CH:32]=1 |f:2.3.4|. Reported procedure: A mixture of 11-(piperidin-4-yl)-5H,11H-pyrrolo[2,1-c][1,4]benzoxazepine (5.07 g, 0.019 mole), (p-trifluoromethylphenyl)ethyl methanesulfonate (6.08 g, 0.023 mole) and K2CO3 (10.7 g) in 150 ml dimethylformamide was heated at 90° C. for 7 hours.